Dataset: the Open Reaction Database (ORD), a public repository of structured organic reaction records. Task: describe an organic reaction: reactants, conditions, products, and yield Yields the product CC(C)(C)OC(=O)n1c(B(O)O)cc2ccccc21. Starting materials: CC(C)(C)OC(=O)n1ccc2ccccc21, C1CCOC1, [Li]CCCC, CC1(C)CCCC(C)(C)N1, CCCCCC, [O-]B([O-])[O-]. RXN SMILES: [C:16]([CH3:17])([CH3:18])([CH3:19])[O:20][C:21](=[O:22])[n:23]1[cH:24][cH:25][c:26]2[cH:27][cH:28][cH:29][cH:30][c:31]12.[CH2:36]1[O:37][CH2:38][CH2:39][CH2:40]1.[CH3:11][CH2:12][CH2:13][CH2:14][Li:15].[CH3:1][C:2]1([CH3:3])[CH2:4][CH2:5][CH2:6][C:7]([CH3:8])([CH3:9])[NH:10]1.[CH3:41][CH2:42][CH2:43][CH2:44][CH2:45][CH3:46].[O-:32][B:33]([O-:34])[O-:35]>>[C:16]([CH3:17])([CH3:18])([CH3:19])[O:20][C:21](=[O:22])[n:23]1[c:24]([B:33]([OH:32])[OH:34])[cH:25][c:26]2[cH:27][cH:28][cH:29][cH:30][c:31]12. Starting materials: [Si](C)(C)(C(C)(C)C)O[C@@H]1[C@H](N(CC1)\N=C\C1=C(C(=C(C#N)C=C1)Cl)C)C=O (4-((E)-((2S,3S)-3-(tert-butyldimethylsilyloxy)-2-formylpyrrolidin-1-ylimino)methyl)-2-chloro-3-methylbenzonitrile), borontrifluoride diethyl. Run in C(Cl)Cl (DCM), C(Cl)Cl (DCM), O (water). Conditions: time 3 hour. Product: [Si](C)(C)(C(C)(C)C)O[C@H]1CCN2N=C([C@H]([C@@H]21)O)C2=C(C(=C(C#N)C=C2)Cl)C (4-((3S,3aR,4S)-4-(tert-butyldimethylsilyloxy)-3-hydroxy-3a,4,5,6-tetrahydro-3H-pyrrolo[1,2-b]pyrazol-2-yl)-2-chloro-3-methylbenzonitrile). As a reaction SMILES: [Si:1]([O:8][C@H:9]1[CH2:13][CH2:12][N:11](/[N:14]=[CH:15]/[C:16]2[CH:23]=[CH:22][C:19]([C:20]#[N:21])=[C:18]([Cl:24])[C:17]=2[CH3:25])[C@@H:10]1[CH:26]=[O:27])([C:4]([CH3:7])([CH3:6])[CH3:5])([CH3:3])[CH3:2]>C(Cl)Cl.O>[Si:1]([O:8][C@@H:9]1[C@@H:10]2[N:11]([N:14]=[C:15]([C:16]3[CH:23]=[CH:22][C:19]([C:20]#[N:21])=[C:18]([Cl:24])[C:17]=3[CH3:25])[C@H:26]2[OH:27])[CH2:12][CH2:13]1)([C:4]([CH3:7])([CH3:6])[CH3:5])([CH3:3])[CH3:2]. Reported procedure: To a solution of intermediate (IIIa) 4-((E)-((2S,3S)-3-(tert-butyldimethylsilyloxy)-2-formylpyrrolidin-1-ylimino)methyl)-2-chloro-3-methylbenzonitrile (7.0 g, 0.0172 moles) in DCM (100 mL) at 0° C. was added borontrifluoride diethyl etherate (6.2 mL, 0.0207 moles) and reaction mixture was stirred at room temperature for 3 h. Once the starting material had disappeared (monitored by TLC), the reaction mixture was diluted with DCM, water and washed with saturated NaHCO3 aqueous solution, water, bri... Starting materials: [Cl-].[Al+3].[Cl-].[Cl-] (Aluminum chloride), BrCCCCCC(=O)Cl (6-bromohexanoyl chloride), ClC1=C(C=CC=C1)Cl (1,2-dichlorobenzene), Ice water, Cl (hydrochloric acid). Reaction conditions: time 1.5 hour. Yields the product BrCCCCCC(=O)C1=CC(=C(C=C1)Cl)Cl (6-bromo-1-(3,4-dichlorophenyl)-1-hexanone). As a reaction SMILES: [Cl-].[Al+3].[Cl-].[Cl-].[Br:5][CH2:6][CH2:7][CH2:8][CH2:9][CH2:10][C:11](Cl)=[O:12].Cl.[Cl:15][C:16]1[CH:21]=[CH:20][CH:19]=[CH:18][C:17]=1[Cl:22]>>[Br:5][CH2:6][CH2:7][CH2:8][CH2:9][CH2:10][C:11]([C:19]1[CH:20]=[CH:21][C:16]([Cl:15])=[C:17]([Cl:22])[CH:18]=1)=[O:12] |f:0.1.2.3|. Procedure: Aluminum chloride (1.31 g) was added to a solution of 6-bromohexanoyl chloride (2 g) in 1,2-dichlorobenzene (20 ml) under ice-cooling and the mixture was stirred at 60°-70° C. for 1.5 hr. Ice water and conc. hydrochloric acid were added to the reaction mixture, and the mixture was extracted with ethyl acetate. The organic layer was washed with water and brine, dried and the solvent was evaporated under reduced pressure. The obtained residue was purified by silica gel column chromatography to giv... Starting materials: ClC1=C(C=CC=C1)C1C=2C(NC(=C1C#N)CO[Si](C)(C)C(C)(C)C)=NNC2 (4-(2-chlorophenyl)-5-cyano-6-(t-butyldimethylsilyloxy)methyl-4,7-dihydro-2H-pyrazolo[3,4-b]pyridine), [F-].C(CCC)[N+](CCCC)(CCCC)CCCC (tetrabutylammonium fluoride), [Si](C)(C)(C(C)(C)C)OCC(=O)OCC (ethyl t-butyldimethylsilyloxyacetate), ClC1=C(C=O)C=CC=C1 (2-chlorobenzaldehyde), NC1=NNC=C1 (3-aminopyrazole). Solvent: O1CCCC1 (tetrahydrofuran), C1CCOC1 (THF), C(C)(=O)OCC (ethyl acetate). Reaction conditions: time 1 hour. Yields the product ClC1=C(C=CC=C1)C1C=2C(NC(=C1C#N)CO[Si](C)(C)C(C)(C)C)=NNC2 (4-(2-Chlorophenyl)-5-cyano-6-(t-butyldimethylsilyl-oxy)methyl-4,7-dihydro-2H-pyrazolo[3,4-b]pyridine), ClC1=C(C=CC=C1)C1C=2C(NC(=C1C#N)CO)=NNC2 (4-(2-chlorophenyl)-5-cyano-6-hydroxymethyl-4,7-dihydro-2H-pyrazolo[3,4-b]pyridine). Isolated yield 177.6%. Reaction SMILES: [Si](OCC(OCC)=O)(C(C)(C)C)(C)C.ClC1C=CC=CC=1C=O.NC1C=CNN=1.[Cl:30][C:31]1[CH:36]=[CH:35][CH:34]=[CH:33][C:32]=1[CH:37]1[C:42]([C:43]#[N:44])=[C:41]([CH2:45][O:46][Si:47]([C:50]([CH3:53])([CH3:52])[CH3:51])([CH3:49])[CH3:48])[NH:40][C:39]2=[N:54][NH:55][CH:56]=[C:38]12.[F-].C([N+](CCCC)(CCCC)CCCC)CCC>O1CCCC1.C(OCC)(=O)C>[Cl:30][C:31]1[CH:36]=[CH:35][CH:34]=[CH:33][C:32]=1[CH:37]1[C:42]([C:43]#[N:44])=[C:41]([CH2:45][O:46][Si:47]([C:50]([CH3:51])([CH3:52])[CH3:53])([CH3:49])[CH3:48])[NH:40][C:39]2=[N:54][NH:55][CH:56]=[C:38]12.[Cl:30][C:31]1[CH:36]=[CH:35][CH:34]=[CH:33][C:32]=1[CH:37]1[C:42]([C:43]#[N:44])=[C:41]([CH2:45][OH:46])[NH:40][C:39]2=[N:54][NH:55][CH:56]=[C:38]12 |f:4.5|. Reported procedure: 4-(2-Chlorophenyl)-5-cyano-6-(t-butyldimethylsilyl-oxy)methyl-4,7-dihydro-2H-pyrazolo[3,4-b]pyridine was prepared from ethyl t-butyldimethylsilyloxyacetate, 2-chlorobenzaldehyde and 3-aminopyrazole in the same manner as in Example 1001. To a solution of 4-(2-chlorophenyl)-5-cyano-6-(t-butyldimethylsilyloxy)methyl-4,7-dihydro-2H-pyrazolo[3,4-b]pyridine (20 g) in tetrahydrofuran (200 mL) was added a THF solution (49.9 mL) of 1.0 M tetrabutylammonium fluoride and the mixture was stirred at room tem... The reactants are BrC1=CC=C(C(=O)NC2=CC=C(C=C2)O)C=C1 (4-bromo-N-(4-hydroxyphenyl)benzamide), N1C=NC=C1 (imidazole), CC(C)(C)[Si](C)(C)Cl (TBDMSCl). The solvent is CN(C)C=O (DMF), CCOC(=O)C (EtOAc). Reaction conditions: time 30 minute. The product is BrC1=CC=C(C(=O)NC2=CC=C(C=C2)O[Si](C)(C)C(C)(C)C)C=C1 (4-bromo-N-(4-{[tert-butyl(dimethyl)silyl]oxy}phenyl)benzamide). The yield is 95.0%. Reaction SMILES: [Br:1][C:2]1[CH:17]=[CH:16][C:5]([C:6]([NH:8][C:9]2[CH:14]=[CH:13][C:12]([OH:15])=[CH:11][CH:10]=2)=[O:7])=[CH:4][CH:3]=1.N1C=CN=C1.[CH3:23][C:24]([Si:27](Cl)([CH3:29])[CH3:28])([CH3:26])[CH3:25]>CN(C=O)C.CCOC(C)=O>[Br:1][C:2]1[CH:17]=[CH:16][C:5]([C:6]([NH:8][C:9]2[CH:14]=[CH:13][C:12]([O:15][Si:27]([C:24]([CH3:26])([CH3:25])[CH3:23])([CH3:29])[CH3:28])=[CH:11][CH:10]=2)=[O:7])=[CH:4][CH:3]=1. Procedure details: To a solution of 4-bromo-N-(4-hydroxyphenyl)benzamide in DMF (1.3 M), 2.5 eq of imidazole and 1.2 eq of TBDMSCl were added and the solution stirred at RT for 30 minutes. The reaction mixture was diluted with EtOAc. The organic phase was washed with aqueous HCl (1N), saturated aqueous NaHCO3 and brine. The organic phase was dried over Na2SO4, filtered and concentrated in vacuo to afford the title compound (95%); MS (ES+) m/z 406 (M+H)+, m/z 408 (M+H)+ Starting materials: [Br-], CCCC(=O)c1c(CC)nc2c(-c3c(C)cc(C)cc3OC)nccn12, CCC[Mg+], [Cl-], [NH4+], C1CCOC1. The product is CCCC(O)(CCC)c1c(CC)nc2c(-c3c(C)cc(C)cc3OC)nccn12. RXN SMILES: [Br-:27].[CH2:1]([CH3:2])[c:3]1[n:4][c:5]2[n:6]([cH:7][cH:8][n:9][c:10]2-[c:11]2[c:12]([O:19][CH3:20])[cH:13][c:14]([CH3:18])[cH:15][c:16]2[CH3:17])[c:21]1[C:22]([CH2:23][CH2:24][CH3:25])=[O:26].[CH2:28]([CH2:29][CH3:30])[Mg+:31].[Cl-:32].[NH4+:33].[O:34]1[CH2:35][CH2:36][CH2:37][CH2:38]1>>[CH2:1]([CH3:2])[c:3]1[n:4][c:5]2[n:6]([cH:7][cH:8][n:9][c:10]2-[c:11]2[c:12]([O:19][CH3:20])[cH:13][c:14]([CH3:18])[cH:15][c:16]2[CH3:17])[c:21]1[C:22]([CH2:23][CH2:24][CH3:25])([OH:26])[CH2:28][CH2:29][CH3:30]. The reactants are CN(C)CCN(C)C (TMEDA), C(C)(CC)[Li].CCCCCC (sec-butyllithium hexane), CN(C)C=O (DMF), FC=1C=C(C(=O)NC(C)(C2=CC=CC=C2)C)C=CC1 (3-fluoro-N-(1-methyl-1-phenylethyl)benzamide). The solvent is C1CCOC1 (THF). The product is FC1=C2C(N(C(C2=CC=C1)=O)C(C)(C1=CC=CC=C1)C)O (4-fluoro-3-hydroxy-2-(1-methyl-1-phenylethyl)isoindolinone). The yield is 93.4%. Reaction SMILES: [F:1][C:2]1[CH:3]=[C:4]([CH:17]=[CH:18][CH:19]=1)[C:5]([NH:7][C:8]([CH3:16])([C:10]1[CH:15]=[CH:14][CH:13]=[CH:12][CH:11]=1)[CH3:9])=[O:6].CN(CCN(C)C)C.C([Li])(CC)C.CCCCCC.CN([CH:42]=[O:43])C>C1COCC1>[F:1][C:2]1[CH:19]=[CH:18][CH:17]=[C:4]2[C:3]=1[CH:42]([OH:43])[N:7]([C:8]([CH3:16])([C:10]1[CH:11]=[CH:12][CH:13]=[CH:14][CH:15]=1)[CH3:9])[C:5]2=[O:6] |f:2.3|. Reported procedure: In a similar manner to Step 2 of Example 16, 3-fluoro-N-(1-methyl-1-phenylethyl)benzamide (2.00 g, 7.77 mmol) was dissolved in THF (80 mL), and the solution was treated with TMEDA (3.8 mL, 24.9 mmol), sec-butyllithium-hexane solution (1.01 mol/L, 24.6 mL, 24.9 mmol) and DMF (1.30 mL, 17.1 mmol). The mixture was purified by slurry using diisopropylether to obtain 4-fluoro-3-hydroxy-2-(1-methyl-1-phenylethyl)isoindolinone (2.07 g, yield 93%).